describe an organic reaction: reactants, conditions, products, and yield From a dataset of the Open Reaction Database (ORD), a public repository of structured organic reaction records. Reaction SMILES: [NH2:1][C:2]1[S:3][CH:4]=[C:5]([C:7](=[N:11][O:12][CH3:13])[C:8]([OH:10])=O)[N:6]=1.P(Cl)(Cl)(Cl)=O.C[Si](CC(N)=O)(C)C.[NH2:27][CH:28]1[C:49](=[O:50])[N:30]2[C:31]([C:46]([OH:48])=[O:47])=[C:32]([O:35][S:36]([C:39]3[CH:45]=[CH:44][C:42]([CH3:43])=[CH:41][CH:40]=3)(=[O:38])=[O:37])[CH2:33][S:34][C@H:29]12.C(=O)(O)[O-].[Na+]>C(OCC)(=O)C.O.CN(C)C=O>[NH2:1][C:2]1[S:3][CH:4]=[C:5]([C:7](=[N:11][O:12][CH3:13])[C:8]([NH:27][CH:28]2[C:49](=[O:50])[N:30]3[C:31]([C:46]([OH:48])=[O:47])=[C:32]([O:35][S:36]([C:39]4[CH:40]=[CH:41][C:42]([CH3:43])=[CH:44][CH:45]=4)(=[O:37])=[O:38])[CH2:33][S:34][C@H:29]23)=[O:10])[N:6]=1 |f:4.5|. The yield is 66.9%. Solvent: O (water), C(C)(=O)OCC (ethyl acetate), C(C)(=O)OCC (ethyl acetate), CN(C=O)C (N,N-dimethylformamide). Starting materials: resultant solution, C[Si](C)(C)CC(=O)N (trimethylsilylacetamide), NC1[C@@H]2N(C(=C(CS2)OS(=O)(=O)C2=CC=C(C)C=C2)C(=O)O)C1=O (7-amino-3-tosyloxy-3-cephem-4-carboxylic acid), C([O-])(O)=O.[Na+] (sodium bicarbonate), NC=1SC=C(N1)C(C(=O)O)=NOC (2-(2-Aminothiazol-4-yl)-2-methoxyiminoacetic acid), P(=O)(Cl)(Cl)Cl (phosphoryl chloride), C[Si](C)(C)CC(=O)N (trimethylsilylacetamide). Reported procedure: 2-(2-Aminothiazol-4-yl)-2-methoxyiminoacetic acid (syn isomer, 0.76 g.), N,N-dimethylformamide (0.33 g.), phosphoryl chloride (1.46 g.), trimethylsilylacetamide (0.5 g.) and ethyl acetate (10 ml.) were treated to give the activated acid solution in a conventional manner. On the other hand, trimethylsilylacetamide (2.7 g.) was added to a suspension of 7-amino-3-tosyloxy-3-cephem-4-carboxylic acid (1.0 g.) in ethyl acetate (15 ml.) and stirred at room temperature. To the solution was added the act... Yields the product NC=1SC=C(N1)C(C(=O)NC1[C@@H]2N(C(=C(CS2)OS(=O)(=O)C2=CC=C(C)C=C2)C(=O)O)C1=O)=NOC (7-[2-(2-aminothiazol-4-yl)-2-methoxyiminoacetamido]-3-tosyloxy-3-cephem-4-carboxylic acid). Reactants: COc1cc(C(=O)O)ccc1[N+](=O)[O-], C1COCCO1, O=S(Cl)Cl. Yields the product COc1cc(C(=O)Cl)ccc1[N+](=O)[O-]. Reaction SMILES: [CH3:5][O:6][c:7]1[cH:8][c:9]([C:10](=[O:11])[OH:12])[cH:13][cH:14][c:15]1[N+:16](=[O:17])[O-:18].[O:19]1[CH2:20][CH2:21][O:22][CH2:23][CH2:24]1.[S:1]([Cl:2])([Cl:3])=[O:4]>>[Cl:3][C:10]([c:9]1[cH:8][c:7]([O:6][CH3:5])[c:15]([N+:16](=[O:17])[O-:18])[cH:14][cH:13]1)=[O:11]. Reactants: S1C2=C(C(=C1)CC(N)C(=O)O)C=CC=C2 (β-(3-benzo[b]thienyl)DL alanine), ice, [H-].[Al+3].[Li+].[H-].[H-].[H-] (lithium aluminium hydride), solution. Solvent: O1CCCC1 (tetrahydrofuran), O1CCCC1 (tetrahydrofuran). Yields the product S1C2=C(C(=C1)CC(CO)N)C=CC=C2 (3-(3-Benzo[b]thienyl)-2-amino-1-propanol). RXN SMILES: [S:1]1[CH:5]=[C:4]([CH2:6][CH:7]([C:9](O)=[O:10])[NH2:8])[C:3]2[CH:12]=[CH:13][CH:14]=[CH:15][C:2]1=2.[H-].[Al+3].[Li+].[H-].[H-].[H-]>O1CCCC1>[S:1]1[CH:5]=[C:4]([CH2:6][CH:7]([NH2:8])[CH2:9][OH:10])[C:3]2[CH:12]=[CH:13][CH:14]=[CH:15][C:2]1=2 |f:1.2.3.4.5.6|. Reported procedure: A solution of β-(3-benzo[b]thienyl)DL alanine (5.0 g) [P. N. Rao et al, Int. J. Peptide Protein Res, 29, 118, (1987)] in dry tetrahydrofuran (50 ml) was added to an ice cold solution of lithium aluminium hydride in dry tetrahydrofuran (22 ml of a 1M solution). Once addition was complete the mixture was warmed to reflux for one hour, cooled to room temperature and the reaction quenched by the addition of 4N sodium hydroxide (5.0 ml). The reaction mixture was diluted with water (100 ml) extracted ...